This data is from the Open Reaction Database (ORD), a public repository of structured organic reaction records. The task is: describe an organic reaction: reactants, conditions, products, and yield Starting materials: [BH4-], CO, CC(C)(C)O, CCOC(C)=O, COc1ccc(C2CC3OC3CC2NC(=O)c2ccc(OCC3CC3)c(OCC3CC3)c2)cc1OC, [Na+], O. Yields the product COc1ccc(C2CCC(O)CC2NC(=O)c2ccc(OCC3CC3)c(OCC3CC3)c2)cc1OC. As a reaction SMILES: [BH4-:37].[CH3:39][OH:40].[CH3:42][C:43]([OH:44])([CH3:45])[CH3:46].[CH3:47][CH2:48][O:49][C:50](=[O:51])[CH3:52].[CH:1]1([CH2:4][O:5][c:6]2[cH:7][c:8]([C:9](=[O:10])[NH:11][CH:12]3[CH2:13][CH:14]4[O:15][CH:16]4[CH2:17][CH:18]3[c:19]3[cH:20][c:21]([O:27][CH3:28])[c:22]([O:25][CH3:26])[cH:23][cH:24]3)[cH:29][cH:30][c:31]2[O:32][CH2:33][CH:34]2[CH2:35][CH2:36]2)[CH2:2][CH2:3]1.[Na+:38].[OH2:41]>>[CH:1]1([CH2:4][O:5][c:6]2[cH:7][c:8]([C:9](=[O:10])[NH:11][CH:12]3[CH2:13][CH:14]([OH:15])[CH2:16][CH2:17][CH:18]3[c:19]3[cH:20][c:21]([O:27][CH3:28])[c:22]([O:25][CH3:26])[cH:23][cH:24]3)[cH:29][cH:30][c:31]2[O:32][CH2:33][CH:34]2[CH2:35][CH2:36]2)[CH2:2][CH2:3]1. Starting materials: C([O-])([O-])=O.[K+].[K+] (potassium carbonate), COC1=C(C=CC=C1)N1CCC(CC1)CN (1-[1-(2-methoxyphenyl)piperid-4-yl]methylamine), CN(C=O)C (dimethylformamide), O (water). The solvent is C1(=CC=CC=C1)C (toluene). Conditions: time 72 hour. Product: C1OC=2C=CC3=C(O[C@H](CO3)CNCC3CCN(CC3)C3=C(C=CC=C3)OC)C2O1 ((S)-N-(7,8-methylenedioxy-2,3-dihydro-1,4-benzodioxin-2-ylmethyl)-1-[1-(2-methoxyphenyl)piperid-4-yl]methylamine). As a reaction SMILES: [C:1](=[O:4])([O-])[O-:2].[K+].[K+].[CH3:7][O:8][C:9]1[CH:14]=[CH:13][CH:12]=[CH:11][C:10]=1[N:15]1[CH2:20][CH2:19][CH:18]([CH2:21][NH2:22])[CH2:17][CH2:16]1.[OH2:23].CN(C)[CH:26]=[O:27]>C1(C)C=CC=CC=1>[CH2:1]1[O:4][C:14]2[C:13]3[O:23][C@@H:17]([CH2:18][NH:22][CH2:21][CH:18]4[CH2:19][CH2:20][N:15]([C:10]5[CH:11]=[CH:12][CH:13]=[CH:14][C:9]=5[O:8][CH3:7])[CH2:16][CH2:17]4)[CH2:16][O:27][C:26]=3[CH:11]=[CH:10][C:9]=2[O:2]1 |f:0.1.2|. Procedure details: A mixture of the product from the previous reaction (0.45 g), potassium carbonate (0.32g) and 1-[1-(2-methoxyphenyl)piperid-4-yl]methylamine (0.51 g) in dimethylformamide (4.5 ml) and toluene (10 ml) was heated at reflux temperature for 6 hours, then left to stand at room temperature for 72 hours and then heated at reflux temperature for a further 4 hours. The cooled mixture was poured into water (300 ml) and extracted with ethyl acetate (3×40 ml). The combined organic extracts were extracted wi... Starting materials: CC(C)N(CCNC(=O)OC(C)(C)C)C(=O)C(C)N1CCC(NS(=O)(=O)c2ccc3cc(Cl)ccc3c2)C1=O, ClCCl, O=C(O)C(F)(F)F. The product is CC(C)N(CCN)C(=O)C(C)N1CCC(NS(=O)(=O)c2ccc3cc(Cl)ccc3c2)C1=O. Reaction SMILES: [Cl:1][c:2]1[cH:3][c:4]2[cH:5][cH:6][c:7]([S:12](=[O:13])(=[O:14])[NH:15][CH:16]3[C:17](=[O:39])[N:18]([CH:21]([C:22](=[O:23])[N:24]([CH2:25][CH2:26][NH:27][C:28](=[O:29])[O:30][C:31]([CH3:32])([CH3:33])[CH3:34])[CH:35]([CH3:36])[CH3:37])[CH3:38])[CH2:19][CH2:20]3)[cH:8][c:9]2[cH:10][cH:11]1.[Cl:47][CH2:48][Cl:49].[OH:40][C:41]([C:42]([F:43])([F:44])[F:45])=[O:46]>>[Cl:1][c:2]1[cH:3][c:4]2[cH:5][cH:6][c:7]([S:12](=[O:13])(=[O:14])[NH:15][CH:16]3[C:17](=[O:39])[N:18]([CH:21]([C:22](=[O:23])[N:24]([CH2:25][CH2:26][NH2:27])[CH:35]([CH3:36])[CH3:37])[CH3:38])[CH2:19][CH2:20]3)[cH:8][c:9]2[cH:10][cH:11]1. Reactants: CO, COC(=O)c1cc2c(Oc3ccc(NC(=O)Nc4ccc(F)cc4)cc3)ccnc2cc1OC, Cl, [Na+], [OH-], O. Yields the product COc1cc2nccc(Oc3ccc(NC(=O)Nc4ccc(F)cc4)cc3)c2cc1C(=O)O. Reaction SMILES: [CH3:1][OH:2].[CH3:5][O:6][C:7](=[O:8])[c:9]1[cH:10][c:11]2[c:12]([O:21][c:22]3[cH:23][cH:24][c:25]([NH:28][C:29](=[O:30])[NH:31][c:32]4[cH:33][cH:34][c:35]([F:38])[cH:36][cH:37]4)[cH:26][cH:27]3)[cH:13][cH:14][n:15][c:16]2[cH:17][c:18]1[O:19][CH3:20].[ClH:39].[Na+:4].[OH-:3].[OH2:40]>>[O:6]=[C:7]([OH:8])[c:9]1[cH:10][c:11]2[c:12]([O:21][c:22]3[cH:23][cH:24][c:25]([NH:28][C:29](=[O:30])[NH:31][c:32]4[cH:33][cH:34][c:35]([F:38])[cH:36][cH:37]4)[cH:26][cH:27]3)[cH:13][cH:14][n:15][c:16]2[cH:17][c:18]1[O:19][CH3:20]. Starting materials: CC(=O)OCc1nc2nc(O)cnc2c(=O)[nH]1, CCO, [K+], [OH-], O. Yields the product O=c1[nH]c(CO)nc2nc(O)cnc12. RXN SMILES: [C:1](=[O:2])([CH3:3])[O:4][CH2:5][c:6]1[n:7][c:8]2[n:9][c:10]([OH:17])[cH:11][n:12][c:13]2[c:14](=[O:16])[nH:15]1.[CH3:21][CH2:22][OH:23].[K+:19].[OH-:18].[OH2:20]>>[OH:4][CH2:5][c:6]1[n:7][c:8]2[n:9][c:10]([OH:17])[cH:11][n:12][c:13]2[c:14](=[O:16])[nH:15]1. The reactants are COC(=O)C1Cc2cc(ccc2F)-c2ccc(OCc3ccccc3)c(c2)CC(NC(=O)OCc2ccccc2)C(=O)NC(CCCNC(=O)OCc2ccccc2)C(=O)N1C, N#C[K], NCCN, O. Product: CN1C(=O)C(CCCNC(=O)OCc2ccccc2)NC(=O)C(NC(=O)OCc2ccccc2)Cc2cc(ccc2OCc2ccccc2)-c2ccc(F)c(c2)CC1C(=O)NCCN. As a reaction SMILES: [CH2:4]([c:5]1[cH:6][cH:7][cH:8][cH:9][cH:10]1)[O:11][c:12]1[c:13]2[cH:31][c:28]([cH:29][cH:30]1)-[c:27]1[cH:26][cH:25][c:24]([F:33])[c:23]([cH:32]1)[CH2:22][CH:21]([C:34](=[O:35])[O:36][CH3:37])[N:20]([CH3:38])[C:19](=[O:39])[CH:18]([CH2:40][CH2:41][CH2:42][NH:43][C:44](=[O:45])[O:46][CH2:47][c:48]1[cH:49][cH:50][cH:51][cH:52][cH:53]1)[NH:17][C:16](=[O:54])[CH:15]([NH:55][C:56](=[O:57])[O:58][CH2:59][c:60]1[cH:61][cH:62][cH:63][cH:64][cH:65]1)[CH2:14]2.[K:1][C:2]#[N:3].[NH2:67][CH2:68][CH2:69][NH2:70].[OH2:66]>>[CH2:4]([c:5]1[cH:6][cH:7][cH:8][cH:9][cH:10]1)[O:11][c:12]1[c:13]2[cH:31][c:28]([cH:29][cH:30]1)-[c:27]1[cH:26][cH:25][c:24]([F:33])[c:23]([cH:32]1)[CH2:22][CH:21]([C:34](=[O:35])[NH:70][CH2:69][CH2:68][NH2:67])[N:20]([CH3:38])[C:19](=[O:39])[CH:18]([CH2:40][CH2:41][CH2:42][NH:43][C:44](=[O:45])[O:46][CH2:47][c:48]1[cH:49][cH:50][cH:51][cH:52][cH:53]1)[NH:17][C:16](=[O:54])[CH:15]([NH:55][C:56](=[O:57])[O:58][CH2:59][c:60]1[cH:61][cH:62][cH:63][cH:64][cH:65]1)[CH2:14]2. The reactants are IC1=NC=CC=C1 (2-iodopyridine), C(CCC#C)(=O)OCC (ethyl pent-4-ynoate). The reagents and catalysts are [Cu](I)I (copper iodide), Cl[Pd]([P](C1=CC=CC=C1)(C2=CC=CC=C2)C3=CC=CC=C3)([P](C4=CC=CC=C4)(C5=CC=CC=C5)C6=CC=CC=C6)Cl (Pd(PPh3)2Cl2). Run in C(C)N(CC)CC (triethylamine), C(C)N(CC)CC (triethylamine). Reaction conditions: time 20 hour. The product is N1=C(C=CC=C1)C#CCCC(=O)OCC (ethyl 5-(pyridin-2-yl)pent-4-ynoate). Isolated yield 91.4%. RXN SMILES: I[C:2]1[CH:7]=[CH:6][CH:5]=[CH:4][N:3]=1.[C:8]([O:14][CH2:15][CH3:16])(=[O:13])[CH2:9][CH2:10][C:11]#[CH:12]>C(N(CC)CC)C.[Cu](I)I.Cl[Pd](Cl)([P](C1C=CC=CC=1)(C1C=CC=CC=1)C1C=CC=CC=1)[P](C1C=CC=CC=1)(C1C=CC=CC=1)C1C=CC=CC=1>[N:3]1[CH:4]=[CH:5][CH:6]=[CH:7][C:2]=1[C:12]#[C:11][CH2:10][CH2:9][C:8]([O:14][CH2:15][CH3:16])=[O:13] |^1:29,48|. Procedure details: In a dry reaction tube containing in suspension copper iodide (60 mg, 0.315 mmol) and triethylamine (17.70 mL, 126 mmol), were added 2-iodopyridine (1.29 g, 6.30 mmol) and the Pd(PPh3)2Cl2 (202 mg, 0.315 mmol). A yellow suspension is obtained and after a few minutes of stirring at room temperature, was added ethyl pent-4-ynoate (790 mg, 6.30 mmol) in solution in 2 mL of triethylamine. Immediately the color of the reaction turns to black. The mixture was stirred at room temperature for 30 min and...